From a dataset of the Open Reaction Database (ORD), a public repository of structured organic reaction records. describe an organic reaction: reactants, conditions, products, and yield Procedure details: In a similar manner to that described in Reference example 3(g), a reaction was carried out using ethyl 2-butyl-3-[4-(2-hydroxyethoxy)phenyl]propionate (1.44 g), which is the product of Reference example 6(e), triethylamine (2.04 ml) and methanesulfonyl chloride (0.76 ml) and the reaction mixture was treated to afford the desired compound (1.65 g) as a syrup. Reaction SMILES: [CH2:1]([CH:5]([CH2:11][C:12]1[CH:17]=[CH:16][C:15]([O:18][CH2:19][CH2:20][OH:21])=[CH:14][CH:13]=1)[C:6]([O:8][CH2:9][CH3:10])=[O:7])[CH2:2][CH2:3][CH3:4].[CH3:22][S:23](Cl)(=[O:25])=[O:24]>C(N(CC)CC)C>[CH2:1]([CH:5]([CH2:11][C:12]1[CH:17]=[CH:16][C:15]([O:18][CH2:19][CH2:20][O:21][S:23]([CH3:22])(=[O:25])=[O:24])=[CH:14][CH:13]=1)[C:6]([O:8][CH2:9][CH3:10])=[O:7])[CH2:2][CH2:3][CH3:4]. Starting materials: C(CCC)C(C(=O)OCC)CC1=CC=C(C=C1)OCCO (ethyl 2-butyl-3-[4-(2-hydroxyethoxy)phenyl]propionate), CS(=O)(=O)Cl (methanesulfonyl chloride). Yields the product C(CCC)C(C(=O)OCC)CC1=CC=C(C=C1)OCCOS(=O)(=O)C (Ethyl 2-butyl-3-[4-(2-methanesulfonyloxyethoxy)phenyl]propionate). Solvent: C(C)N(CC)CC (triethylamine). Reactants: O1CCC2=C1C=CC(=C2)C[C@H](C)N(CC)CC2CCN(CC2)C(=O)OC(C)(C)C ((S)-N-[2-(2,3-dihydrobenzofuran-5-yl)-1-methylethyl]-N-ethyl-[1-(tert-butoxycarbonyl)piperidin-4-ylmethyl]amine), FC(C(=O)O)(F)F (trifluoroacetic acid). Solvent: ClCCl (dichloromethane). Run at time 4 hour. Product: O1CCC2=C1C=CC(=C2)C[C@H](C)N(CC)CC2CCNCC2 ((S)-N-[2-(2,3-dihydrobenzofuran-5-yl)-1-methylethyl]-N-ethyl-(piperidin-4-ylmethyl)amine). The yield is 85.1%. Reaction SMILES: [O:1]1[C:5]2[CH:6]=[CH:7][C:8]([CH2:10][C@@H:11]([N:13]([CH2:16][CH:17]3[CH2:22][CH2:21][N:20](C(OC(C)(C)C)=O)[CH2:19][CH2:18]3)[CH2:14][CH3:15])[CH3:12])=[CH:9][C:4]=2[CH2:3][CH2:2]1.FC(F)(F)C(O)=O>ClCCl>[O:1]1[C:5]2[CH:6]=[CH:7][C:8]([CH2:10][C@@H:11]([N:13]([CH2:16][CH:17]3[CH2:22][CH2:21][NH:20][CH2:19][CH2:18]3)[CH2:14][CH3:15])[CH3:12])=[CH:9][C:4]=2[CH2:3][CH2:2]1. Procedure: To (S)-N-[2-(2,3-dihydrobenzofuran-5-yl)-1-methylethyl]-N-ethyl-[1-(tert-butoxycarbonyl)piperidin-4-ylmethyl]amine (3.78 grams, 9.4 mmol) was added 20% trifluoroacetic acid (50 ml) in dichloromethane. The solution was stirred at room temperature for 4 hours. The solution was concentrated under reduced pressure and the residue was partitioned between dichloromethane and 1N sodium hydroxide. The organic layer was washed with water, dried over potassium carbonate and concentrated to give (S)-N-[2-(...